Task: describe an organic reaction: reactants, conditions, products, and yield. Dataset: the Open Reaction Database (ORD), a public repository of structured organic reaction records Starting materials: ClC=1C=C2C(=NC1)N=C(C2(C)C)C (5-chloro-2,3,3-trimethyl-3H-pyrrolo[2,3-b]pyridine), C1COS(=O)(=O)C1 (1,3-propanesultone). Solvent: C(C)(=O)OCC (Ethyl acetate). Run at temperature 65 celsius, time 8 hour. Yields the product ClC=1C=C2C(=[N+](C1)CCCS(=O)(=O)[O-])N=C(C2(C)C)C (3-(5-Chloro-2,3,3-trimethyl-3H-pyrrolo[2,3-b]pyridin-7-ium-7-yl)propane-1-sulfonate). The yield is 153.6%. As a reaction SMILES: [Cl:1][C:2]1[CH:3]=[C:4]2[C:10]([CH3:12])([CH3:11])[C:9]([CH3:13])=[N:8][C:5]2=[N:6][CH:7]=1.[CH2:14]1[CH2:20][S:17](=[O:19])(=[O:18])[O:16][CH2:15]1>C(OCC)(=O)C>[Cl:1][C:2]1[CH:3]=[C:4]2[C:10]([CH3:12])([CH3:11])[C:9]([CH3:13])=[N:8][C:5]2=[N+:6]([CH2:15][CH2:14][CH2:20][S:17]([O-:19])(=[O:18])=[O:16])[CH:7]=1. Procedure: A mixture of 1 g of 5-chloro-2,3,3-trimethyl-3H-pyrrolo[2,3-b]pyridine and 1.60 g of 1,3-propanesultone was heated at 65° C. for 2 h. Ethyl acetate (ca. 100 mL) was added and the resulting mixture was stirred at room temperature overnight to yield 2.50 g of the product. The reactants are COC1=NC=C(C(=S)N)C=C1 (6-methoxythionicotinamide), ClCC(CC(=O)OC)=O (methyl 4-chloroacetoacetate). The product is COC1=CC=C(C=N1)C=1SC=C(N1)CC(=O)OC (methyl 2-[2-(6-methoxy-3-pyridyl)-1,3-thiazol-4-yl]acetate). Reaction SMILES: [CH3:1][O:2][C:3]1[CH:11]=[CH:10][C:6]([C:7]([NH2:9])=[S:8])=[CH:5][N:4]=1.Cl[CH2:13][C:14](=O)[CH2:15][C:16]([O:18][CH3:19])=[O:17]>>[CH3:1][O:2][C:3]1[N:4]=[CH:5][C:6]([C:7]2[S:8][CH:13]=[C:14]([CH2:15][C:16]([O:18][CH3:19])=[O:17])[N:9]=2)=[CH:10][CH:11]=1. Procedure details: This material was prepared according to the procedure described for Example 24(a) using 6-methoxythionicotinamide (Maybridge) (1.68 g, 10.0 mmol) and methyl 4-chloroacetoacetate (1.42 g, 10.0 mmol). Chromatography (gradient elution: 0-20% EtOAc in hexanes) of the crude material afforded the compound as an off-white solid. MS m/z: 265 (M+1). Calc'd for C12H12N2O3S: 264.06. RXN SMILES: [CH3:1][C:2]1([CH3:21])[O:3][c:4]2[c:5]([cH:7][c:8]([O:11][c:12]3[cH:13][cH:14][c:15]([N:18]=[C:19]=[O:20])[cH:16][cH:17]3)[cH:9][cH:10]2)[CH2:6]1.[CH3:22][NH:23][O:24][CH2:25][CH3:26].[CH3:27][c:28]1[cH:29][cH:30][cH:31][cH:32][cH:33]1>>[CH3:1][C:2]1([CH3:21])[O:3][c:4]2[c:5]([cH:7][c:8]([O:11][c:12]3[cH:13][cH:14][c:15]([NH:18][C:19](=[O:20])[N:23]([CH3:22])[O:24][CH2:25][CH3:26])[cH:16][cH:17]3)[cH:9][cH:10]2)[CH2:6]1. The product is CCON(C)C(=O)Nc1ccc(Oc2ccc3c(c2)CC(C)(C)O3)cc1. The reactants are CC1(C)Cc2cc(Oc3ccc(N=C=O)cc3)ccc2O1, CCONC, Cc1ccccc1. Reactants: O (water), FC1=CC=C(C=C1)[N+](=O)[O-] (1-fluoro-4-nitrobenzene), Cl.O(C1=CC=CC=C1)C1CCNCC1 (4-phenoxypiperidine hydrochloride), C([O-])([O-])=O.[K+].[K+] (potassium carbonate). Solvent: CN(C=O)C (dimethylformamide). Run at temperature 55 celsius, time 16 hour. Product: [N+](=O)([O-])C1=CC=C(C=C1)N1CCC(CC1)OC1=CC=CC=C1 (1-(4-nitrophenyl)-4-phenoxypiperidine). As a reaction SMILES: F[C:2]1[CH:7]=[CH:6][C:5]([N+:8]([O-:10])=[O:9])=[CH:4][CH:3]=1.Cl.[O:12]([CH:19]1[CH2:24][CH2:23][NH:22][CH2:21][CH2:20]1)[C:13]1[CH:18]=[CH:17][CH:16]=[CH:15][CH:14]=1.C(=O)([O-])[O-].[K+].[K+].O>CN(C)C=O>[N+:8]([C:5]1[CH:6]=[CH:7][C:2]([N:22]2[CH2:23][CH2:24][CH:19]([O:12][C:13]3[CH:18]=[CH:17][CH:16]=[CH:15][CH:14]=3)[CH2:20][CH2:21]2)=[CH:3][CH:4]=1)([O-:10])=[O:9] |f:1.2,3.4.5|. Procedure: A solution of 1-fluoro-4-nitrobenzene (0.15 g, 1.063 mmol) and 4-phenoxypiperidine hydrochloride (0.250 g, 1.169 mmol) in dimethylformamide (2.126 ml) was treated with potassium carbonate (0.367 g, 2.66 mmol). The suspension was stirred at ambient temperature 2 hours, at 55° C. for 4 hours and at ambient temperature for 16 hours. The reaction was poured into water and the suspension was filtered and vacuum dried to provide the title compound. Starting materials: CNC[C@@H]1CC[C@H](CC1)CO (trans-(4-methylaminomethyl-cyclohexyl)-methanol), ClC(=O)OC1=CC=C(C=C1)Cl (4-chlorophenyl chloroformate). Yields the product ClC1=CC=C(C=C1)OC(N(C)C[C@@H]1CC[C@H](CC1)CO)=O (trans-(4-hydroxymethyl-cyclohexylmethyl)-methyl-carbamic acid 4-chloro-phenyl ester). Reaction SMILES: [CH3:1][NH:2][CH2:3][C@H:4]1[CH2:9][CH2:8][C@H:7]([CH2:10][OH:11])[CH2:6][CH2:5]1.Cl[C:13]([O:15][C:16]1[CH:21]=[CH:20][C:19]([Cl:22])=[CH:18][CH:17]=1)=[O:14]>>[Cl:22][C:19]1[CH:20]=[CH:21][C:16]([O:15][C:13](=[O:14])[N:2]([CH2:3][C@H:4]2[CH2:9][CH2:8][C@H:7]([CH2:10][OH:11])[CH2:6][CH2:5]2)[CH3:1])=[CH:17][CH:18]=1. Procedure details: In analogy to the procedure described in examples 1.7, trans-(4-methylaminomethyl-cyclohexyl)-methanol (example 1.1) was acylated with 4-chlorophenyl chloroformate [Org. Lett. (2000), 2(8), 1049-1051] giving trans-(4-hydroxymethyl-cyclohexylmethyl)-methyl-carbamic acid 4-chloro-phenyl ester as colorless viscous oil, MS: 311 (M+). The reactants are CCO, NC(=O)CC(C(=O)OCc1ccccc1)c1ccc(O)cc1, [Pd]. Yields the product NC(=O)CC(C(=O)O)c1ccc(O)cc1. Reaction SMILES: [CH3:23][CH2:24][OH:25].[NH2:1][C:2]([CH2:3][CH:4]([C:5](=[O:6])[O:7][CH2:8][c:9]1[cH:10][cH:11][cH:12][cH:13][cH:14]1)[c:15]1[cH:16][cH:17][c:18]([OH:21])[cH:19][cH:20]1)=[O:22].[Pd:26]>>[NH2:1][C:2]([CH2:3][CH:4]([C:5](=[O:6])[OH:7])[c:15]1[cH:16][cH:17][c:18]([OH:21])[cH:19][cH:20]1)=[O:22]. Run at temperature 60 celsius. The product is C(C)N1C=C(C(C2=CC(=C(N=C12)C)NC1(CCCCC1)C#C)=O)C(=O)O (1-Ethyl-6-(1-ethynylcyclohexylamino)-7-methyl-4-oxo-1,4-dihydro[1,8]naphthyridine-3-carboxylic acid). Procedure details: Ethyl 1-ethyl-6-(1-ethynylcyclohexylamino)-7-methyl-4-oxo-1,4-dihydro[1,8]naphthyridine-3-carboxylate (10 mg) was dissolved in 5 ml of dioxane, 2.5 equivalents of a 1 N NaOH solution were added, and the mixture was heated at 60° C. for 4 h. Removal of the solvent in vacuo was followed by chromatography on an HPLC system to purify the product. The pure product was isolated from the reaction solution by chromatography on an HPLC system. This entailed use of a Merck Purospher-RP18 column and an ace... Solvent: O1CCOCC1 (dioxane), O (water). Starting materials: [OH-].[Na+] (NaOH), C(C)#N (acetonitrile), C(C)N1C=C(C(C2=CC(=C(N=C12)C)NC1(CCCCC1)C#C)=O)C(=O)OCC (Ethyl 1-ethyl-6-(1-ethynylcyclohexylamino)-7-methyl-4-oxo-1,4-dihydro[1,8]naphthyridine-3-carboxylate), C(C)#N (acetonitrile). Reaction SMILES: [CH2:1]([N:3]1[C:12]2[C:7](=[CH:8][C:9]([NH:14][C:15]3([C:21]#[CH:22])[CH2:20][CH2:19][CH2:18][CH2:17][CH2:16]3)=[C:10]([CH3:13])[N:11]=2)[C:6](=[O:23])[C:5]([C:24]([O:26]CC)=[O:25])=[CH:4]1)[CH3:2].[OH-].[Na+].C(#N)C>O1CCOCC1.O>[CH2:1]([N:3]1[C:12]2[C:7](=[CH:8][C:9]([NH:14][C:15]3([C:21]#[CH:22])[CH2:20][CH2:19][CH2:18][CH2:17][CH2:16]3)=[C:10]([CH3:13])[N:11]=2)[C:6](=[O:23])[C:5]([C:24]([OH:26])=[O:25])=[CH:4]1)[CH3:2] |f:1.2|. Reactants: solution, [F-].C(CCC)[N+](CCCC)(CCCC)CCCC (tetrabutylammonium fluoride), C(C)(=O)OCC (ethyl acetate), C(C=C)OC(=O)N1[C@@H](C[C@@H](C1)SC1=C(N2C([C@@H]([C@H]2[C@H]1C)[C@@H](C)O[Si](C)(C)C(C)(C)C)=O)C(=O)OCC=C)COCCCl (allyl (4R,5S,6S)-3-[(2S,4S)-1-allyloxycarbonyl-2-(2-chloroethyloxymethyl)pyrrolidin-4-yl]thio-6-[(1R)-1-(t-butyldimethylsilyloxy)ethyl]-4-methyl-7-oxo-1-azabicyclo[3.2.0]hept-2-ene-2-carboxylate), C(C)(=O)O (acetic acid). Solvent: O1CCCC1 (tetrahydrofuran), O1CCCC1 (tetrahydrofuran). Product: C(C=C)OC(=O)N1[C@@H](C[C@@H](C1)SC1=C(N2C([C@@H]([C@H]2[C@H]1C)[C@@H](C)O)=O)C(=O)OCC=C)COCCCl (allyl (4R,5S,6S)-3-[(2S,4S)-1-allyloxycarbonyl-2-(2-chloroethyloxymethyl)pyrrolidin-4-yl]thio-6-[(1R)-1-hydroxyethyl]-4-methyl-7-oxo-1-azabicyclo[3.2.0]hept-2-ene-2-carboxylate). Yield: 50.7%. RXN SMILES: [CH2:1]([O:4][C:5]([N:7]1[CH2:11][C@@H:10]([S:12][C:13]2[C@H:19]([CH3:20])[C@H:18]3[N:15]([C:16](=[O:31])[C@@H:17]3[C@H:21]([O:23][Si](C(C)(C)C)(C)C)[CH3:22])[C:14]=2[C:32]([O:34][CH2:35][CH:36]=[CH2:37])=[O:33])[CH2:9][C@H:8]1[CH2:38][O:39][CH2:40][CH2:41][Cl:42])=[O:6])[CH:2]=[CH2:3].C(O)(=O)C.[F-].C([N+](CCCC)(CCCC)CCCC)CCC.C(OCC)(=O)C>O1CCCC1>[CH2:1]([O:4][C:5]([N:7]1[CH2:11][C@@H:10]([S:12][C:13]2[C@H:19]([CH3:20])[C@H:18]3[N:15]([C:16](=[O:31])[C@@H:17]3[C@H:21]([OH:23])[CH3:22])[C:14]=2[C:32]([O:34][CH2:35][CH:36]=[CH2:37])=[O:33])[CH2:9][C@H:8]1[CH2:38][O:39][CH2:40][CH2:41][Cl:42])=[O:6])[CH:2]=[CH2:3] |f:2.3|. Procedure details: To a solution of allyl (4R,5S,6S)-3-[(2S,4S)-1-allyloxycarbonyl-2-(2-chloroethyloxymethyl)pyrrolidin-4-yl]thio-6-[(1R)-1-(t-butyldimethylsilyloxy)ethyl]-4-methyl-7-oxo-1-azabicyclo[3.2.0]hept-2-ene-2-carboxylate (0.72 g) in tetrahydrofuran (7.2 ml) were added glacial acetic acid (0.65 ml) and a 1M solution (5.6 ml) of tetrabutylammonium fluoride in tetrahydrofuran in a stream of nitrogen, and the mixture was stirred at room temperature for 10 hours. To the mixture was added ethyl acetate (50 ml)... The reactants are N1=CC=C(C=C1)C=1C=C(C=CC1)C=1OC2=C(N1)C=CC=C2C(=O)N (2-(3-(Pyridin-4-yl)phenyl)benzo[d]oxazole-7-carboxamide), [H][H] (hydrogen), Cl (hydrochloride). The reagents and catalysts are O.[Pt](=O)=O (platinum (IV) oxide monohydrate). The solvent is CO (methanol). Yields the product N1CCC(CC1)C=1C=C(C=CC1)C=1OC2=C(N1)C=CC=C2C(=O)N (2-(3-(piperidin-4-yl)phenyl)benzo[d]oxazole-7-carboxamide). Yield: 21.3%. As a reaction SMILES: [N:1]1[CH:6]=[CH:5][C:4]([C:7]2[CH:8]=[C:9]([C:13]3[O:14][C:15]4[C:21]([C:22]([NH2:24])=[O:23])=[CH:20][CH:19]=[CH:18][C:16]=4[N:17]=3)[CH:10]=[CH:11][CH:12]=2)=[CH:3][CH:2]=1.[H][H].Cl>CO.O.[Pt](=O)=O>[NH:1]1[CH2:6][CH2:5][CH:4]([C:7]2[CH:8]=[C:9]([C:13]3[O:14][C:15]4[C:21]([C:22]([NH2:24])=[O:23])=[CH:20][CH:19]=[CH:18][C:16]=4[N:17]=3)[CH:10]=[CH:11][CH:12]=2)[CH2:3][CH2:2]1 |f:4.5|. Procedure details: 2-(3-(Pyridin-4-yl)phenyl)benzo[d]oxazole-7-carboxamide (110 mg, 0.35 mmol) and platinum (IV) oxide monohydrate in methanol was purged with 20 atm of hydrogen at 50° C. for 24 h. Then the mixture was filtered and adjusted to pH=9. The solvent was removed in vacuum. The crude was purified by chromatography (dichloromethane:methanol=9:1) to give the solid. The solid was acidified by hydrochloride acid. 24 mg 2-(3-(piperidin-4-yl)phenyl)benzo[d]oxazole-7-carboxamide was obtained, yield: 21%. 1HNMR ... Procedure: The product from Example 2g (65 mg, 0.3 μmol) was reacted with the product from Example 1f (68 mg, 0.31 mmol) for 24 h following the procedure from Example 1g giving the title compound as a hydrochloride salt as a solid which was triturated with ether giving (10 mg, 84%). 1H NMR (300 MHz, DMSO-d6) δ ppm: 0.97 (t, J=7.35 Hz, 3H) 2.38 (qnt, J=7.35 Hz, 2H) 2.99 (dd, J=7.35 Hz, J=7.72 Hz, 2H) 6.31 (d, J=7.35 Hz, 1H) 7.23 (s, 5H) 7.35 (m, 4H) 7.79 (d, J=8.46 Hz, 1H) 8.38 (d, J=6.98 Hz, 1H) 9.01 (d, J... RXN SMILES: Cl[C:2]1[CH:11]=[CH:10][N:9]=[C:8]2[C:3]=1[CH:4]=[CH:5][C:6]([CH2:12][CH2:13][CH3:14])=[N:7]2.[CH3:15][C:16]1[CH:17]=[CH:18][C:19]([S:23][C:24]2[CH:29]=[CH:28][CH:27]=[CH:26][CH:25]=2)=[C:20]([NH2:22])[CH:21]=1>>[CH3:15][C:16]1[CH:17]=[CH:18][C:19]([S:23][C:24]2[CH:25]=[CH:26][CH:27]=[CH:28][CH:29]=2)=[C:20]([NH:22][C:2]2[C:3]3[C:8](=[N:7][C:6]([CH2:12][CH2:13][CH3:14])=[CH:5][CH:4]=3)[N:9]=[CH:10][CH:11]=2)[CH:21]=1. Product: CC=1C=CC(=C(C1)NC1=CC=NC2=NC(=CC=C12)CCC)SC1=CC=CC=C1 ((5-Methyl-2-phenylsulfanyl-phenyl)-(7-propyl-[1,8]naphthyridin-4-yl)-amine), hydrochloride salt. Reactants: ClC1=C2C=CC(=NC2=NC=C1)CCC (5-Chloro-2-propyl-[1,8]naphthyridine), CC=1C=CC(=C(C1)N)SC1=CC=CC=C1 (5-Methyl-2-phenylsulfanyl-phenylamine).